describe an organic reaction: reactants, conditions, products, and yield From a dataset of the Open Reaction Database (ORD), a public repository of structured organic reaction records. The reactants are CCOC(=O)OC(=O)OCC (DEPC), NC1=CC=CC=2NC(OC21)=O (7-aminobenzo[d]oxazol-2(3H)-one), FC(C1=CC=C(C=C1)CC(=O)O)(F)F (4-trifluoromethylphenylacetic acid). The solvent is C1CCOC1 (THF). Reaction conditions: temperature 80 celsius. Product: FC(C1=CC=C(C=C1)CC(=O)NC1=CC=CC=2NC(OC21)=O)(F)F (2-(4-(trifluoromethyl)phenyl)-N-(2,3-dihydro-2-oxobenzo[d]oxazol-7-yl)acetamide). Yield: 46.0%. As a reaction SMILES: [F:1][C:2]([F:14])([F:13])[C:3]1[CH:8]=[CH:7][C:6]([CH2:9][C:10]([OH:12])=O)=[CH:5][CH:4]=1.CCOC(OC(OCC)=O)=O.[NH2:26][C:27]1[C:35]2[O:34][C:33](=[O:36])[NH:32][C:31]=2[CH:30]=[CH:29][CH:28]=1>C1COCC1>[F:13][C:2]([F:1])([F:14])[C:3]1[CH:4]=[CH:5][C:6]([CH2:9][C:10]([NH:26][C:27]2[C:35]3[O:34][C:33](=[O:36])[NH:32][C:31]=3[CH:30]=[CH:29][CH:28]=2)=[O:12])=[CH:7][CH:8]=1. Procedure: 4-trifluoromethylphenylacetic acid (453 mg, 2.2 mmol) was dissolved in 20 ml of THF and at 0° C. DEPC (0.43 ml, 1.3 equiv) and amine 1c (400 mg, 2.66 mmol) were added to the solution. The mixture was warmed at 80° C. overnight, then evaporated and the crude was dissolved in AcOEt (30 ml) and washed with water (1×20 ml) and brine. The organic phase was dried over sodium sulfate and concentrated under vacuum. The purification of the crude residue by chromatographic column using AcOEt 3/petroleum e... The reactants are NC=1C=C(C(=O)N(C2=CC=C(C=C2)F)CCN2CCC(CC2)C(C2=CC=C(C=C2)F)=O)C=CC1 (3-amino-N-{2-[4-(4-fluorobenzoyl)piperidino]ethyl}-N-(4-fluorophenyl)benzamide), C(C)(=O)OC(C)=O (acetic anhydride). Yields the product C(C)(=O)NC=1C=C(C(=O)N(C2=CC=C(C=C2)F)CCN2CCC(CC2)C(C2=CC=C(C=C2)F)=O)C=CC1 (3-Acetylamino-N-{2-[4-(4-fluorobenzoyl)piperidino]ethyl}-N-(4-fluorophenyl)benzamide). Isolated yield 98.3%. As a reaction SMILES: [NH2:1][C:2]1[CH:3]=[C:4]([CH:32]=[CH:33][CH:34]=1)[C:5]([N:7]([CH2:15][CH2:16][N:17]1[CH2:22][CH2:21][CH:20]([C:23](=[O:31])[C:24]2[CH:29]=[CH:28][C:27]([F:30])=[CH:26][CH:25]=2)[CH2:19][CH2:18]1)[C:8]1[CH:13]=[CH:12][C:11]([F:14])=[CH:10][CH:9]=1)=[O:6].[C:35](OC(=O)C)(=[O:37])[CH3:36]>>[C:35]([NH:1][C:2]1[CH:3]=[C:4]([CH:32]=[CH:33][CH:34]=1)[C:5]([N:7]([CH2:15][CH2:16][N:17]1[CH2:22][CH2:21][CH:20]([C:23](=[O:31])[C:24]2[CH:25]=[CH:26][C:27]([F:30])=[CH:28][CH:29]=2)[CH2:19][CH2:18]1)[C:8]1[CH:13]=[CH:12][C:11]([F:14])=[CH:10][CH:9]=1)=[O:6])(=[O:37])[CH3:36]. Reported procedure: Using 3-amino-N-{2-[4-(4-fluorobenzoyl)piperidino]ethyl}-N-(4-fluorophenyl)benzamide (223.2 mg, 0.48 mmol) and acetic anhydride (0.055 ml, 0.58 mmol), the procedure of inventive Example 94 was repeated to obtain 238.6 mg (98.3%) of the title compound in a light yellow amorphous form. The reactants are BrC(CC)CC (3-Bromopentane), CCN(C(C)C)C(C)C (DIPEA), BrC(CC)CC (3-bromopentane), CCN(C(C)C)C(C)C (DIPEA), C([O-])([O-])=O.[K+].[K+] (Potassium carbonate), solution, C(CCC)OC1=NC(=C2N=C(N(C2=N1)CCCCC1CCNCC1)OC)N (2-(butyloxy)-8-(methyloxy)-9-[4-(4-piperidinyl)butyl]-9H-purin-6-amine). Solvent: CN(C)C=O (DMF), CS(=O)C (DMSO). Run at temperature 50 celsius, time 18 hour. Product: NC1=C2NC(N(C2=NC(=N1)OCCCC)CCCCC1CCN(CC1)C(CC)CC)=O (6-Amino-2-(butyloxy)-9-{4-[1-(1-ethylpropyl)-4-piperidinyl]butyl}-7,9-dihydro-8H-purin-8-one). The yield is 13.6%. As a reaction SMILES: Br[CH:2]([CH2:5][CH3:6])[CH2:3][CH3:4].[CH2:7]([O:11][C:12]1[N:20]=[C:19]2[C:15]([N:16]=[C:17]([O:31]C)[N:18]2[CH2:21][CH2:22][CH2:23][CH2:24][CH:25]2[CH2:30][CH2:29][NH:28][CH2:27][CH2:26]2)=[C:14]([NH2:33])[N:13]=1)[CH2:8][CH2:9][CH3:10].CCN(C(C)C)C(C)C.C(=O)([O-])[O-].[K+].[K+]>CN(C=O)C.CS(C)=O>[NH2:33][C:14]1[N:13]=[C:12]([O:11][CH2:7][CH2:8][CH2:9][CH3:10])[N:20]=[C:19]2[C:15]=1[NH:16][C:17](=[O:31])[N:18]2[CH2:21][CH2:22][CH2:23][CH2:24][CH:25]1[CH2:30][CH2:29][N:28]([CH:2]([CH2:5][CH3:6])[CH2:3][CH3:4])[CH2:27][CH2:26]1 |f:3.4.5|. Procedure: 3-Bromopentane (0.1 mmol) was weighed into a tube and an aliquot (0.4 ml, 0.12 mmol) of a solution of 2-(butyloxy)-8-(methyloxy)-9-[4-(4-piperidinyl)butyl]-9H-purin-6-amine (0.452 g mg, 1.2 mmol) suspended in DMF (4.8 ml) was added. DIPEA (40 μl, 0.229 mmol) was added and heated at 50° C. for 18 hours. An additional portion of 3-bromopentane (15 μl) and DIPEA (40 μl) was added and heating continued for a further 18 hours. Potassium carbonate (46 mg) was added and heating continued for a further ...